The task is: describe an organic reaction: reactants, conditions, products, and yield. This data is from the Open Reaction Database (ORD), a public repository of structured organic reaction records. Reactants: c1ccc(COc2ccc(C3CC[NH2+]C3)c(OCc3ccccc3)c2)cc1, CCN(C(C)C)C(C)C, O=C([O-])C(F)(F)F, O=C=NC1CCCCC1, C1CCOC1. Yields the product O=C(NC1CCCCC1)N1CCC(c2ccc(OCc3ccccc3)cc2OCc2ccccc2)C1. RXN SMILES: [CH2:17]([c:18]1[cH:19][cH:20][cH:21][cH:22][cH:23]1)[O:24][c:25]1[c:26]([CH:39]2[CH2:40][NH2+:41][CH2:42][CH2:43]2)[cH:27][cH:28][c:29]([O:31][CH2:32][c:33]2[cH:34][cH:35][cH:36][cH:37][cH:38]2)[cH:30]1.[CH:49]([N:50]([CH2:51][CH3:52])[CH:53]([CH3:54])[CH3:55])([CH3:56])[CH3:57].[F:10][C:11]([F:12])([F:13])[C:14]([O-:15])=[O:16].[O:1]=[C:2]=[N:3][CH:4]1[CH2:5][CH2:6][CH2:7][CH2:8][CH2:9]1.[O:44]1[CH2:45][CH2:46][CH2:47][CH2:48]1>>[O:1]=[C:2]([NH:3][CH:4]1[CH2:5][CH2:6][CH2:7][CH2:8][CH2:9]1)[N:41]1[CH2:40][CH:39]([c:26]2[c:25]([O:24][CH2:17][c:18]3[cH:19][cH:20][cH:21][cH:22][cH:23]3)[cH:30][c:29]([O:31][CH2:32][c:33]3[cH:34][cH:35][cH:36][cH:37][cH:38]3)[cH:28][cH:27]2)[CH2:43][CH2:42]1. Starting materials: S(=O)(Cl)Cl (Thionyl chloride), OCN1C(=NC=C1)C (1-(hydroxymethyl)-2-methyl-1H-imidazole), CCOCC (ether). Run in ClCCl (dichloromethane), CN(C)C=O (DMF). Conditions: time 2 hour. Yields the product Cl.ClCN1C(=NC=C1)C (1-(Chloromethyl)-2-methyl-1H-imidazole hydrochloride). The yield is 71.2%. As a reaction SMILES: S(Cl)([Cl:3])=O.O[CH2:6][N:7]1[CH:11]=[CH:10][N:9]=[C:8]1[CH3:12].CCOCC>ClCCl.CN(C=O)C>[ClH:3].[Cl:3][CH2:6][N:7]1[CH:11]=[CH:10][N:9]=[C:8]1[CH3:12] |f:5.6|. Procedure: Thionyl chloride (7.2 g) was added over 5 min to a stirred suspension of 1-(hydroxymethyl)-2-methyl-1H-imidazole (5.0 g) in a mixture of dichloromethane (50 ml) and DMF (0.5 ml) at 0°, and the mixture was stirred at 0° for 2h. It was then poured into dry ether (500 ml) and left for 1h. The cloudy supernatant was decanted from the insoluble colourless oil which separated. This oil was triturated with acetone (100 ml) with scratching to give a solid which was filtered off and dried to give the tit... Starting materials: [Br-], O=Cc1ccnn1COCc1ccccc1, C1CCOC1, [Li]C, C[P+](c1ccccc1)(c1ccccc1)c1ccccc1. The product is C=Cc1ccnn1COCc1ccccc1. Reaction SMILES: [Br-:19].[CH2:3]([c:4]1[cH:5][cH:6][cH:7][cH:8][cH:9]1)[O:10][CH2:11][n:12]1[n:13][cH:14][cH:15][c:16]1[CH:17]=[O:18].[CH2:40]1[O:41][CH2:42][CH2:43][CH2:44]1.[CH3:1][Li:2].[CH3:20][P+:21]([c:22]1[cH:23][cH:24][cH:25][cH:26][cH:27]1)([c:28]1[cH:29][cH:30][cH:31][cH:32][cH:33]1)[c:34]1[cH:35][cH:36][cH:37][cH:38][cH:39]1>>[CH2:1]=[CH:17][c:16]1[n:12]([CH2:11][O:10][CH2:3][c:4]2[cH:5][cH:6][cH:7][cH:8][cH:9]2)[n:13][cH:14][cH:15]1. Run in ice water. Procedure details: To a solution of 2-tert-butyl-8,8-dimethyl-5,6,7,8-tetrahydronaphthol (9.5 g, 40.5 mmole) and 1,1-dichloromethyl methyl ether (5.17 g, 45 mmole) in dry dichloromethane (200 ml) stannic chloride (15.63 g, 60 mmole) was added dropwise at -58°. The mixture was warmed to 0° over 45 minutes, poured into ice water (300 ml) and extracted with diethyl ether (3×150 ml). The ether extracts were washed with water and aqueous saturated sodium chloride, dried and evaporated to give 3-tert-butyl-5,5-dimethyl-... Starting materials: C(C)(C)(C)C1=C(C=2C(CCCC2C=C1)(C)C)O (2-tert-butyl-8,8-dimethyl-5,6,7,8-tetrahydronaphthol), COC(Cl)Cl (1,1-dichloromethyl methyl ether), ClCCl (dichloromethane). As a reaction SMILES: [C:1]([C:5]1[CH:14]=[CH:13][C:12]2[CH2:11][CH2:10][CH2:9][C:8]([CH3:16])([CH3:15])[C:7]=2[C:6]=1[OH:17])([CH3:4])([CH3:3])[CH3:2].[CH3:18][O:19]C(Cl)Cl.ClCCl>>[C:1]([C:5]1[CH:14]=[C:13]([CH:18]=[O:19])[C:12]2[CH2:11][CH2:10][CH2:9][C:8]([CH3:16])([CH3:15])[C:7]=2[C:6]=1[OH:17])([CH3:4])([CH3:2])[CH3:3]. Yield: 90.0%. Yields the product C(C)(C)(C)C=1C=C(C=2CCCC(C2C1O)(C)C)C=O (3-tert-butyl-5,5-dimethyl-4-hydroxy-5,6,7,8-tetrahydro-1-naphthaldehyde). Starting materials: SC(S)=C(C#N)C#N.[Na].[Na] (disodiumdimercaptomethylene malononitrile), CN(C)C=O (DMF), O (water). Conditions: temperature 20 celsius, time 0.25 hour. Product: O=C1C2=C(C=NN1)SC(S2)=C(C#N)C#N (4,5-Dihydro-4-oxo-1,3-dithiolo (4,5-d)-pyridazine-2-ylidene-propanedinitrile). Yield: 90.0%. As a reaction SMILES: [SH:1][C:2](=[C:4]([C:7]#[N:8])[C:5]#[N:6])[SH:3].[Na].[Na].O.C[N:13]([CH:15]=[O:16])C>>[O:16]=[C:15]1[NH:13][N:6]=[CH:5][C:4]2[S:1][C:2](=[C:4]([C:7]#[N:8])[C:5]#[N:6])[S:3][C:2]1=2 |f:0.1.2,^1:8,9|. Reported procedure: To a stirred solution of 20 g (0.1 mole) disodiumdimercaptomethylene malononitrile dissolved in 250 ml of DMF was added 16.5 g (0.1 mole) of 4,5-dichloro-3-pyridiazone. The reaction mixture was stirred at room temperature (approximately 20° C.) for 0.25 hours and was thereafter poured with stirring into 1 liter of water. The resulting mixture was allowed to stand for four hours during which time a yellow-gray precipitate slowly formed. This precipitate was separated by filtration, washed with wa... Starting materials: NC1=CC=CC=C1 (aniline), C(C)(=O)O (acetic acid), ClC=1C=CC=2N(C(C3=C(N(C2N1)CC)N=CC(=C3)C=O)=O)C (2-chloro-5,11-dihydro-11-ethyl-8-formyl-5-methyl-6H-dipyrido[3,2-b:2',3'-e][1,4]diazepin-6-one), C(#N)[BH3-].[Na+] (sodium cyanoborohydride). The solvent is CO (methanol). Run at time 5 minute. Product: hexanes ethyl acetate, ClC=1C=CC=2N(C(C3=C(N(C2N1)CC)N=CC(=C3)CNC3=CC=CC=C3)=O)C (2-chloro-5,11-dihydro-11-ethyl-5-methyl-8-(phenylamino)methyl-6H-dipyrido[3,2-b:2',3'-e][1,4]diazepin-6-one). Yield: 49.2%. Reaction SMILES: [Cl:1][C:2]1[CH:3]=[CH:4][C:5]2[N:6]([CH3:22])[C:7](=[O:21])[C:8]3[CH:18]=[C:17]([CH:19]=O)[CH:16]=[N:15][C:9]=3[N:10]([CH2:13][CH3:14])[C:11]=2[N:12]=1.C([BH3-])#N.[Na+].[NH2:27][C:28]1[CH:33]=[CH:32][CH:31]=[CH:30][CH:29]=1.C(O)(=O)C>CO>[Cl:1][C:2]1[CH:3]=[CH:4][C:5]2[N:6]([CH3:22])[C:7](=[O:21])[C:8]3[CH:18]=[C:17]([CH2:19][NH:27][C:28]4[CH:33]=[CH:32][CH:31]=[CH:30][CH:29]=4)[CH:16]=[N:15][C:9]=3[N:10]([CH2:13][CH3:14])[C:11]=2[N:12]=1 |f:1.2|. Procedure details: The 2-chloro-5,11-dihydro-11-ethyl-8-formyl-5-methyl-6H-dipyrido[3,2-b:2',3'-e][1,4]diazepin-6-one (0.50 g, 0.16 mmol) was dissolved/suspended in methanol (2 mL) and treated with sodium cyanoborohydride (0.030 g, 0.47 mmol) followed by aniline (0.043 mL, 4.7 mmol). The mixture was stirred for 5 minutes then acetic acid (0.020 mL, 0.35 mmol) was added. After an additional 3 hours at room temperature the mixture was made alkaline with 15% sodium hydroxide and the white suspension was extracted wit...